Dataset: the Open Reaction Database (ORD), a public repository of structured organic reaction records. Task: describe an organic reaction: reactants, conditions, products, and yield RXN SMILES: [I:1]N1C(=O)CCC1=O.[OH:9][C:10]1[C:15]([C:16]2[C:20]3[CH:21]=[C:22]([N:25]4[C:30](=[O:31])[CH:29]=[C:28]([C:32]([F:35])([F:34])[F:33])[N:27]([CH3:36])[C:26]4=[O:37])[CH:23]=[CH:24][C:19]=3[S:18][N:17]=2)=[CH:14][CH:13]=[CH:12][C:11]=1[CH3:38]>CC(C)=O>[OH:9][CH:10]1[C:15]([C:16]2[C:20]3[CH:21]=[C:22]([N:25]4[C:30](=[O:31])[CH:29]=[C:28]([C:32]([F:35])([F:34])[F:33])[N:27]([CH3:36])[C:26]4=[O:37])[CH:23]=[CH:24][C:19]=3[S:18][N:17]=2)([I:1])[CH:14]=[CH:13][CH:12]=[C:11]1[CH3:38]. The yield is 50.3%. Product: OC1C(=CC=CC1(I)C1=NSC2=C1C=C(C=C2)N2C(N(C(=CC2=O)C(F)(F)F)C)=O)C (3-[3-(2-Hydroxy-3-iodo-m-tolyl)-1,2-benzisothiazol-5-yl]-1-methyl-6-(trifluoromethyl)-2,4(1H,3H)-pyrimidinedione). The solvent is CC(=O)C (acetone), CC(=O)C (acetone). Procedure: A solution of N-iodosuccinimide (0.240 g, 0.00107 mol) in acetone is added dropwise to a solution of 3-[3-(2-hydroxy-m-tolyl)-1,2-benzisothiazol-5-yl]-1-methyl-6-(trifluoromethyl)-2,4(1H,3H)-pyrimidinedione (0.430 g, 0.000992 mol) in acetone and the resultant mixture is stirred overnight at room temperature. Additional N-iodosuccinimide (0.120 g, 0.000635 mol) is added and the mixture is stirred three hours at room temperature. The mixture is concentrated in vacuo to afford a red gum which is ch... Conditions: time 3 hour. Starting materials: IN1C(CCC1=O)=O (N-iodosuccinimide), OC1=C(C=CC=C1C1=NSC2=C1C=C(C=C2)N2C(N(C(=CC2=O)C(F)(F)F)C)=O)C (3-[3-(2-hydroxy-m-tolyl)-1,2-benzisothiazol-5-yl]-1-methyl-6-(trifluoromethyl)-2,4(1H,3H)-pyrimidinedione), IN1C(CCC1=O)=O (N-iodosuccinimide), resultant mixture.